This data is from the Open Reaction Database (ORD), a public repository of structured organic reaction records. The task is: describe an organic reaction: reactants, conditions, products, and yield Starting materials: [BH4-], CO, CN, Cc1c(C=O)[nH]c2ccccc12, [Na+], O. Product: CNCc1[nH]c2ccccc2c1C. As a reaction SMILES: [BH4-:15].[CH3:18][OH:19].[CH3:1][NH2:2].[CH3:3][c:4]1[c:5]([CH:13]=[O:14])[nH:6][c:7]2[cH:8][cH:9][cH:10][cH:11][c:12]12.[Na+:16].[OH2:17]>>[CH3:1][NH:2][CH2:13][c:5]1[c:4]([CH3:3])[c:12]2[c:7]([nH:6]1)[cH:8][cH:9][cH:10][cH:11]2.